This data is from the Open Reaction Database (ORD), a public repository of structured organic reaction records. The task is: describe an organic reaction: reactants, conditions, products, and yield Starting materials: [H][H] (hydrogen), ClC=1C=C(C=C2CN(C(C12)=O)CC1=CC=C(C=C1)OC1=CC=CC=C1)C#CCN1CCCC1 (7-chloro-2-(4-phenoxy-benzyl)-5-(3-pyrrolidin-1-yl-prop-1-ynyl)-2,3-dihydro-isoindol-1-one), C(Cl)(Cl)Cl.CO (CHCl3 MeOH). Reagents/catalysts: [C].[Pd] (palladium-carbon). Run in C(C)O (ethanol). Product: ClC=1C=C(C=C2CN(C(C12)=O)CC1=CC=C(C=C1)OC1=CC=CC=C1)CCCN1CCCC1 (7-chloro-2-(4-phenoxy-benzyl)-5-(3-pyrrolidin-1-yl-propyl)-2,3-dihydro-isoindol-1-one). The yield is 49.3%. As a reaction SMILES: [Cl:1][C:2]1[CH:3]=[C:4]([C:26]#[C:27][CH2:28][N:29]2[CH2:33][CH2:32][CH2:31][CH2:30]2)[CH:5]=[C:6]2[C:10]=1[C:9](=[O:11])[N:8]([CH2:12][C:13]1[CH:18]=[CH:17][C:16]([O:19][C:20]3[CH:25]=[CH:24][CH:23]=[CH:22][CH:21]=3)=[CH:15][CH:14]=1)[CH2:7]2.[H][H].C(Cl)(Cl)Cl.CO>C(O)C.[C].[Pd]>[Cl:1][C:2]1[CH:3]=[C:4]([CH2:26][CH2:27][CH2:28][N:29]2[CH2:30][CH2:31][CH2:32][CH2:33]2)[CH:5]=[C:6]2[C:10]=1[C:9](=[O:11])[N:8]([CH2:12][C:13]1[CH:18]=[CH:17][C:16]([O:19][C:20]3[CH:25]=[CH:24][CH:23]=[CH:22][CH:21]=3)=[CH:15][CH:14]=1)[CH2:7]2 |f:2.3,5.6|. Procedure: A mixture of 7-chloro-2-(4-phenoxy-benzyl)-5-(3-pyrrolidin-1-yl-prop-1-ynyl)-2,3-dihydro-isoindol-1-one (0.049 g, 0.11 mmol) and 10% palladium-carbon (0.015 g) in ethanol (25 mL) was reduced under 45 p.s.i. hydrogen. Workup and silica gel column chromatography using 5:1 CHCl3-MeOH afforded 7-chloro-2-(4-phenoxy-benzyl)-5-(3-pyrrolidin-1-yl-propyl)-2,3-dihydro-isoindol-1-one (0.025 g, 50%). 1H NMR (300 MHz, CDCl3): δ (ppm) 1.80 (m, 6H), 2.5 (m, 6H), 2.68 (t, 2H), 4.22 (s, 2H), 4.74 (s, 2H), 6.88-... The reactants are [H-].[Na+] (sodium hydride), SC1=CC=C(C(=O)OC)C=C1 (methyl 4-mercaptobenzoate), ClC(CN1C=NC=C1)C1=C(C=CC=C1)OC (1-[2-chloro-2-(2-methoxyphenyl)ethyl]imidazole). Run in CN(C=O)C (dimethylformamide), CN(C=O)C (dimethylformamide). Run at time 30 minute. Yields the product COC1=C(C=CC=C1)C(CN1C=NC=C1)SC1=CC=C(C(=O)OC)C=C1 (Methyl 4-[1-(2-methoxyphenyl)-2-(imidazol-1-yl)ethylthio]benzoate). The yield is 69.2%. As a reaction SMILES: [SH:1][C:2]1[CH:11]=[CH:10][C:5]([C:6]([O:8][CH3:9])=[O:7])=[CH:4][CH:3]=1.[H-].[Na+].Cl[CH:15]([C:22]1[CH:27]=[CH:26][CH:25]=[CH:24][C:23]=1[O:28][CH3:29])[CH2:16][N:17]1[CH:21]=[CH:20][N:19]=[CH:18]1>CN(C)C=O>[CH3:29][O:28][C:23]1[CH:24]=[CH:25][CH:26]=[CH:27][C:22]=1[CH:15]([S:1][C:2]1[CH:3]=[CH:4][C:5]([C:6]([O:8][CH3:9])=[O:7])=[CH:10][CH:11]=1)[CH2:16][N:17]1[CH:21]=[CH:20][N:19]=[CH:18]1 |f:1.2|. Procedure details: 915 mg of methyl 4-mercaptobenzoate were dissolved in 6 ml of dry dimethylformamide, and 237 mg of a 55% w/w suspension of sodium hydride in mineral oil were added, whilst ice-cooling, to the resulting solution, followed by stirring at room temperature for 30 minutes. A solution of 1.17 g of 1-[2-chloro-2-(2-methoxyphenyl)ethyl]imidazole dissolved in 6 ml of dry dimethylformamide was added to the resulting solution. At the end of this time, the resulting mixture was treated and purified similarl... The reactants are C(C1=CC=CC=C1)(=O)OC1=CC(O)=CC=C1 (resorcinol monobenzoate), C(C(=C)C)(=O)OCCN=C=O (isocyanatoethyl methacrylate). The reagents and catalysts are C(CCCCCCCCCCC)(=O)[O-].C(CCCCCCCCCCC)(=O)[O-].C(CCC)[Sn+2]CCCC (dibutyltin dilaurate). The solvent is C(Cl)(Cl)Cl (chloroform). Yields the product C(C(=C)C)(=O)OCCNC(OC1=CC(=CC=C1)OC(C1=CC=CC=C1)=O)=O (3-benzoyloxyphenyl 2-methacryloxyethylcarbamate). The yield is 90.7%. RXN SMILES: [C:1]([O:9][C:10]1[CH:16]=[CH:15][CH:14]=[C:12]([OH:13])[CH:11]=1)(=[O:8])[C:2]1[CH:7]=[CH:6][CH:5]=[CH:4][CH:3]=1.[C:17]([O:22][CH2:23][CH2:24][N:25]=[C:26]=[O:27])(=[O:21])[C:18]([CH3:20])=[CH2:19]>C([O-])(=O)CCCCCCCCCCC.C([O-])(=O)CCCCCCCCCCC.C([Sn+2]CCCC)CCC.C(Cl)(Cl)Cl>[C:17]([O:22][CH2:23][CH2:24][NH:25][C:26](=[O:27])[O:13][C:12]1[CH:14]=[CH:15][CH:16]=[C:10]([O:9][C:1](=[O:8])[C:2]2[CH:3]=[CH:4][CH:5]=[CH:6][CH:7]=2)[CH:11]=1)(=[O:21])[C:18]([CH3:20])=[CH2:19] |f:2.3.4|. Procedure details: A mixture of 65 grams (0.30 mol) of resorcinol monobenzoate, 50 grams (0.32 mol) of isocyanatoethyl methacrylate, 1.05 grams of dibutyltin dilaurate and 400 ml. of chloroform was heated under reflux for 4 hours. The solvent was then removed by vacuum stripping and the residue was recrystallized from a mixture of ethyl acetate and hexane. There was obtained 100.5 grams (87% of theoretical) of the desired 3-benzoyloxyphenyl 2-methacryloxyethylcarbamate having a melting point of 57.5°-61.5° C. The reactants are CNC (Dimethylamine), ClCC1=NC2=C(N1)C=CC(=C2)C2=C(C=CC=C2)C#N (2-Chloromethyl-5-(2-cyanophenyl)-1H-benzimidazole), C(C)(=O)OCC (Ethyl acetate). Solvent: C1CCOC1 (THF). Conditions: temperature 0 celsius, time 20 minute. Yields the product C(#N)C1=C(C=CC=C1)C1=CC2=C(NC(=N2)CN(C)C)C=C1 (5-(2-cyanophenyl)-2-dimethylaminomethyl-1H-benzimidazole). As a reaction SMILES: Cl[CH2:2][C:3]1[NH:7][C:6]2[CH:8]=[CH:9][C:10]([C:12]3[CH:17]=[CH:16][CH:15]=[CH:14][C:13]=3[C:18]#[N:19])=[CH:11][C:5]=2[N:4]=1.[CH3:20][NH:21][CH3:22].C(OCC)(=O)C>C1COCC1>[C:18]([C:13]1[CH:14]=[CH:15][CH:16]=[CH:17][C:12]=1[C:10]1[CH:9]=[CH:8][C:6]2[NH:7][C:3]([CH2:2][N:21]([CH3:22])[CH3:20])=[N:4][C:5]=2[CH:11]=1)#[N:19]. Procedure details: 2-Chloromethyl-5-(2-cyanophenyl)-1H-benzimidazole (1.31 mole, 0.350 g) was dissolved in 2 ml THF and cooled to 0° C. Dimethylamine (1 ml) was added. The solution was stirred at room temperature for 20 minutes. Ethyl acetate was added. The organic phase was washed with water, dried over sodium sulfate, and concentrated to yield 270 mg of 5-(2-cyanophenyl)-2-dimethylaminomethyl-1H-benzimidazole. (MS) Reactants: O=C([O-])[O-], CN(C)C=O, CCI, [K+], [K+], N#Cc1c(N2CCc3ccccc3CC2)nc(N)[nH]c1=O. Yields the product CCn1c(N)nc(N2CCc3ccccc3CC2)c(C#N)c1=O. RXN SMILES: [C:22](=[O:23])([O-:24])[O-:25].[CH3:31][N:32]([CH3:33])[CH:34]=[O:35].[I:28][CH2:29][CH3:30].[K+:26].[K+:27].[NH2:1][c:2]1[nH:3][c:4](=[O:21])[c:5]([C:19]#[N:20])[c:6]([N:8]2[CH2:9][CH2:10][c:11]3[c:12]([cH:15][cH:16][cH:17][cH:18]3)[CH2:13][CH2:14]2)[n:7]1>>[NH2:1][c:2]1[n:3]([CH2:29][CH3:30])[c:4](=[O:21])[c:5]([C:19]#[N:20])[c:6]([N:8]2[CH2:9][CH2:10][c:11]3[c:12]([cH:15][cH:16][cH:17][cH:18]3)[CH2:13][CH2:14]2)[n:7]1. Reactants: CN(C)C=O, Cc1ccsc1CCl, [H-], Nc1ncccc1O, [Na+], O. Yields the product Cc1ccsc1COc1cccnc1N. RXN SMILES: [CH3:20][N:21]([CH3:22])[CH:23]=[O:24].[Cl:11][CH2:12][c:13]1[s:14][cH:15][cH:16][c:17]1[CH3:18].[H-:9].[NH2:1][c:2]1[n:3][cH:4][cH:5][cH:6][c:7]1[OH:8].[Na+:10].[OH2:19]>>[NH2:1][c:2]1[n:3][cH:4][cH:5][cH:6][c:7]1[O:8][CH2:12][c:13]1[s:14][cH:15][cH:16][c:17]1[CH3:18]. Reactants: BrC=1C=CC2=C(C=3N(CCO2)C(=C(N3)C(N)=O)C(=O)O)C1 (10-bromo-2-carbamoyl-5,6-dihydrobenzo[f]imidazo[1,2-d][1,4]oxazepine-3-carboxylic acid), Cl.O1CCC(CC1)N (tetrahydro-pyran-4-ylamine hydrochloride). Reported procedure: 10-bromo-2-carbamoyl-5,6-dihydrobenzo[f]imidazo[1,2-d][1,4]oxazepine-3-carboxylic acid was reacted with tetrahydro-pyran-4-ylamine hydrochloride similarly to as described in example 2 with non-critical modifications to afford 117 mg (63%) 10-bromo-N3-tetrahydropyran-4-yl-5,6-dihydroimidazo[1,2-d][1,4]benzoxazepine-2,3-dicarboxamide. 10-bromo-N3-tetrahydropyran-4-yl-5,6-dihydroimidazo[1,2-d][1,4]benzoxazepine-2,3-dicarboxamide was reacted with (3R)-3-ethynyl-3-hydroxy-1-methyl-pyrrolidin-2-one si... As a reaction SMILES: [Br:1][C:2]1[CH:3]=[CH:4][C:5]2[O:11][CH2:10][CH2:9][N:8]3[C:12]([C:18](O)=[O:19])=[C:13]([C:15](=[O:17])[NH2:16])[N:14]=[C:7]3[C:6]=2[CH:21]=1.Cl.[O:23]1[CH2:28][CH2:27][CH:26]([NH2:29])[CH2:25][CH2:24]1>>[Br:1][C:2]1[CH:3]=[CH:4][C:5]2[O:11][CH2:10][CH2:9][N:8]3[C:12]([C:18]([NH:29][CH:26]4[CH2:27][CH2:28][O:23][CH2:24][CH2:25]4)=[O:19])=[C:13]([C:15]([NH2:16])=[O:17])[N:14]=[C:7]3[C:6]=2[CH:21]=1 |f:1.2|. The product is BrC=1C=CC2=C(C=3N(CCO2)C(=C(N3)C(=O)N)C(=O)NC3CCOCC3)C1 (10-bromo-N3-tetrahydropyran-4-yl-5,6-dihydroimidazo[1,2-d][1,4]benzoxazepine-2,3-dicarboxamide). The yield is 63.0%. Starting materials: C[Si](C)(C)CCOCn1ccnc1C=O, CO, O=C(OC(=O)C(F)(F)F)C(F)(F)F, NO. Yields the product C[Si](C)(C)CCOCn1ccnc1C#N. RXN SMILES: [CH3:1][Si:2]([CH2:3][CH2:4][O:5][CH2:6][n:7]1[c:8]([CH:12]=[O:13])[n:9][cH:10][cH:11]1)([CH3:14])[CH3:15].[CH3:31][OH:32].[F:18][C:19]([F:20])([F:21])[C:22]([O:23][C:24](=[O:25])[C:26]([F:27])([F:28])[F:29])=[O:30].[NH2:16][OH:17]>>[CH3:1][Si:2]([CH2:3][CH2:4][O:5][CH2:6][n:7]1[c:8]([C:12]#[N:16])[n:9][cH:10][cH:11]1)([CH3:14])[CH3:15]. Reactants: F[B-](F)(F)F.C(C)(C)(C)P(C(C)(C)C)C(C)(C)C (tri-tert-butylphosphine tetrafluoroborate), C(C1=CC=CC=C1)OC(=O)N1[C@@H](CNCC1)C ((R)-2-Methylpiperazine-1-carboxylic acid benzyl ester), C(C1=CC=CC=C1)OC1=CC=C(C=C1)Br (1-benzyloxy-4-bromobenzene), C([O-])([O-])=O.[Cs+].[Cs+] (cesium carbonate). The reagents and catalysts are C(C)(=O)[O-].[Pd+2].C(C)(=O)[O-] (Palladium acetate). The solvent is C(C)(=O)OCC (ethyl acetate), O (Water), C1(=CC=CC=C1)C (toluene). Conditions: temperature 95 celsius, time 2 day. Product: C(C1=CC=CC=C1)OC(=O)N1[C@@H](CN(CC1)C1=CC=C(C=C1)OCC1=CC=CC=C1)C ((R)-4-(4-benzyloxyphenyl)-2-methylpiperazine-1-carboxylic acid benzyl ester). The yield is 78.5%. RXN SMILES: [CH2:1]([O:8][C:9]([N:11]1[CH2:16][CH2:15][NH:14][CH2:13][C@H:12]1[CH3:17])=[O:10])[C:2]1[CH:7]=[CH:6][CH:5]=[CH:4][CH:3]=1.[CH2:18]([O:25][C:26]1[CH:31]=[CH:30][C:29](Br)=[CH:28][CH:27]=1)[C:19]1[CH:24]=[CH:23][CH:22]=[CH:21][CH:20]=1.C(=O)([O-])[O-].[Cs+].[Cs+].F[B-](F)(F)F.C(P(C(C)(C)C)C(C)(C)C)(C)(C)C>C([O-])(=O)C.[Pd+2].C([O-])(=O)C.C(OCC)(=O)C.O.C1(C)C=CC=CC=1>[CH2:1]([O:8][C:9]([N:11]1[CH2:16][CH2:15][N:14]([C:29]2[CH:30]=[CH:31][C:26]([O:25][CH2:18][C:19]3[CH:24]=[CH:23][CH:22]=[CH:21][CH:20]=3)=[CH:27][CH:28]=2)[CH2:13][C@H:12]1[CH3:17])=[O:10])[C:2]1[CH:3]=[CH:4][CH:5]=[CH:6][CH:7]=1 |f:2.3.4,5.6,7.8.9|. Reported procedure: (R)-2-Methylpiperazine-1-carboxylic acid benzyl ester (4.42 g, 18.9 mmol), 1-benzyloxy-4-bromobenzene (5.95 g, 22.6 mmol), cesium carbonate (8.60 g, 26.4 mmol) and toluene (49 ml) were mixed, and the atmosphere was replaced with nitrogen. Palladium acetate (0.42 g, 1.9 mmol) and tri-tert-butylphosphine tetrafluoroborate (0.66 g, 2.3 mmol) were added thereto and stirred at 90 to 100° C. for 2 days. Water and ethyl acetate were added to the reaction mixture, the mixture was filtered through Celite...